From a dataset of the Open Reaction Database (ORD), a public repository of structured organic reaction records. describe an organic reaction: reactants, conditions, products, and yield Starting materials: C=CC#N, C1CCOC1, CC(C)(C)[O-], COc1ccc(-c2c(-c3ccccc3)oc3ncnc(NC4CCCC(O)C4)c23)cc1, ClCCl, [K+]. Yields the product COc1ccc(-c2c(-c3ccccc3)oc3ncnc(NC4CCCC(OCCC#N)C4)c23)cc1. Reaction SMILES: [CH2:38]=[CH:39][C:40]#[N:41].[CH2:42]1[O:43][CH2:44][CH2:45][CH2:46]1.[CH3:1][C:2]([CH3:3])([O-:4])[CH3:5].[CH3:7][O:8][c:9]1[cH:10][cH:11][c:12](-[c:15]2[c:16](-[c:32]3[cH:33][cH:34][cH:35][cH:36][cH:37]3)[o:17][c:18]3[n:19][cH:20][n:21][c:22]([NH:24][CH:25]4[CH2:26][CH:27]([OH:31])[CH2:28][CH2:29][CH2:30]4)[c:23]23)[cH:13][cH:14]1.[Cl:47][CH2:48][Cl:49].[K+:6]>>[CH3:7][O:8][c:9]1[cH:10][cH:11][c:12](-[c:15]2[c:16](-[c:32]3[cH:33][cH:34][cH:35][cH:36][cH:37]3)[o:17][c:18]3[n:19][cH:20][n:21][c:22]([NH:24][CH:25]4[CH2:26][CH:27]([O:31][CH2:38][CH2:39][C:40]#[N:41])[CH2:28][CH2:29][CH2:30]4)[c:23]23)[cH:13][cH:14]1. The reactants are CC(CC(=O)O)(C)C1=CC=CC=C1 (3-methyl-3-phenyl butanoic acid), C(C(=O)Cl)(=O)Cl (oxalyl chloride), NN1C(C2=CC=CC=C2C(=N1)S(=O)(=O)C1=CC=C(C=C1)C#N)=O (2-amino-4-[(4-cyanophenyl)sulfonyl]phthalazin-1(2H)-one), N1=CC=CC=C1 (pyridine). Solvent: ClCCl (dichloromethane), CN(C)C=O (DMF). Run at time 2 hour. The product is C(#N)C1=CC=C(C=C1)S(=O)(=O)C1=NN(C(C2=CC=CC=C12)=O)NC(CC(C)(C1=CC=CC=C1)C)=O (N-{4-[(4-cyanophenyl)sulfonyl]-1-oxophthalazin-2(1H)-yl}-3-methyl-3-phenylbutanamide). Isolated yield 51.3%. RXN SMILES: [CH3:1][C:2]([C:8]1[CH:13]=[CH:12][CH:11]=[CH:10][CH:9]=1)([CH3:7])[CH2:3][C:4]([OH:6])=O.C(Cl)(=O)C(Cl)=O.[NH2:20][N:21]1[N:30]=[C:29]([S:31]([C:34]2[CH:39]=[CH:38][C:37]([C:40]#[N:41])=[CH:36][CH:35]=2)(=[O:33])=[O:32])[C:28]2[C:23](=[CH:24][CH:25]=[CH:26][CH:27]=2)[C:22]1=[O:42].N1C=CC=CC=1>ClCCl.CN(C=O)C>[C:40]([C:37]1[CH:38]=[CH:39][C:34]([S:31]([C:29]2[C:28]3[C:23](=[CH:24][CH:25]=[CH:26][CH:27]=3)[C:22](=[O:42])[N:21]([NH:20][C:4](=[O:6])[CH2:3][C:2]([CH3:1])([C:8]3[CH:13]=[CH:12][CH:11]=[CH:10][CH:9]=3)[CH3:7])[N:30]=2)(=[O:33])=[O:32])=[CH:35][CH:36]=1)#[N:41]. Procedure: A solution of 3-methyl-3-phenyl butanoic acid (37.7 mg, 0.212 mmol) and oxalyl chloride (0.024 mL, 0.275 mmol) in dichloromethane (0.80 mL) with a drop of DMF was stirred at room temperature for 90 minutes, concentrated to dryness, and re-dissolved in DCM (0.80 mL). To this solution was added the product from Example 224A (60.6 mg, 0.186 mmol) and pyridine (0.020 mL, 0.248 mmol), and the mixture was stirred at room temperature for 2 hours, concentrated, and chromatographed (2% acetone/DCM) to af... The reactants are Clc1ccc(-c2cc3cc(Br)ccc3[nH]2)cc1, C1COCCO1, O, O, OB(O)c1ccccc1, c1ccc(P(c2ccccc2)(c2ccccc2)[Pd](P(c2ccccc2)(c2ccccc2)c2ccccc2)(P(c2ccccc2)(c2ccccc2)c2ccccc2)P(c2ccccc2)(c2ccccc2)c2ccccc2)cc1. Yields the product Clc1ccc(-c2cc3cc(-c4ccccc4)ccc3[nH]2)cc1. RXN SMILES: [Br:1][c:2]1[cH:3][c:4]2[cH:5][c:6](-[c:11]3[cH:12][cH:13][c:14]([Cl:17])[cH:15][cH:16]3)[nH:7][c:8]2[cH:9][cH:10]1.[O:29]1[CH2:30][CH2:31][O:32][CH2:33][CH2:34]1.[OH2:27].[OH2:28].[OH:18][B:19]([OH:20])[c:21]1[cH:22][cH:23][cH:24][cH:25][cH:26]1.[cH:35]1[cH:36][cH:37][c:38]([P:39]([Pd:40]([P:41]([c:42]2[cH:43][cH:44][cH:45][cH:46][cH:47]2)([c:48]2[cH:49][cH:50][cH:51][cH:52][cH:53]2)[c:54]2[cH:55][cH:56][cH:57][cH:58][cH:59]2)([P:60]([c:61]2[cH:62][cH:63][cH:64][cH:65][cH:66]2)([c:67]2[cH:68][cH:69][cH:70][cH:71][cH:72]2)[c:73]2[cH:74][cH:75][cH:76][cH:77][cH:78]2)[P:79]([c:80]2[cH:81][cH:82][cH:83][cH:84][cH:85]2)([c:86]2[cH:87][cH:88][cH:89][cH:90][cH:91]2)[c:92]2[cH:93][cH:94][cH:95][cH:96][cH:97]2)([c:98]2[cH:99][cH:100][cH:101][cH:102][cH:103]2)[c:104]2[cH:105][cH:106][cH:107][cH:108][cH:109]2)[cH:110][cH:111]1>>[c:2]1(-[c:21]2[cH:22][cH:23][cH:24][cH:25][cH:26]2)[cH:3][c:4]2[cH:5][c:6](-[c:11]3[cH:12][cH:13][c:14]([Cl:17])[cH:15][cH:16]3)[nH:7][c:8]2[cH:9][cH:10]1. Starting materials: BrCc1ccc(Br)cc1, CCOC(=O)CC(=O)CC. Yields the product CCOC(=O)C(Cc1ccc(Br)cc1)C(=O)CC. As a reaction SMILES: [Br:11][c:12]1[cH:13][cH:14][c:15]([CH2:18][Br:19])[cH:16][cH:17]1.[CH2:1]([CH3:2])[O:3][C:4]([CH2:5][C:6]([CH2:7][CH3:8])=[O:9])=[O:10]>>[CH2:1]([CH3:2])[O:3][C:4]([CH:5]([C:6]([CH2:7][CH3:8])=[O:9])[CH2:18][c:15]1[cH:14][cH:13][c:12]([Br:11])[cH:17][cH:16]1)=[O:10]. The reactants are COC(=O)C1=CSC=C1NC(CCCl)=O (4-(3-chloro-propionylamino)-thiophene-3-carboxylic acid methyl ester), C([O-])([O-])=O.[K+].[K+] (potassium carbonate), OC1=CC=C(C=C1)C1=CC=CC=C1 (4-hydroxybiphenyl), O (water). Run in CN(C=O)C (dimethylformamide). Run at temperature 90 celsius, time 8 hour. The product is COC(=O)C1=CSC=C1NC(COC1=CC=C(C=C1)C1=CC=CC=C1)=O (4-[2-(Biphenyl-4-yloxy)-acetylamino]-thiophene-3-carboxylic acid methyl ester). Isolated yield 101.3%. Reaction SMILES: [CH3:1][O:2][C:3]([C:5]1[C:9]([NH:10][C:11](=[O:15])[CH2:12]CCl)=[CH:8][S:7][CH:6]=1)=[O:4].C(=O)([O-])[O-].[K+].[K+].[OH:22][C:23]1[CH:28]=[CH:27][C:26]([C:29]2[CH:34]=[CH:33][CH:32]=[CH:31][CH:30]=2)=[CH:25][CH:24]=1.O>CN(C)C=O>[CH3:1][O:2][C:3]([C:5]1[C:9]([NH:10][C:11](=[O:15])[CH2:12][O:22][C:23]2[CH:24]=[CH:25][C:26]([C:29]3[CH:34]=[CH:33][CH:32]=[CH:31][CH:30]=3)=[CH:27][CH:28]=2)=[CH:8][S:7][CH:6]=1)=[O:4] |f:1.2.3|. Reported procedure: To a solution of 4-(3-chloro-propionylamino)-thiophene-3-carboxylic acid methyl ester ([51486-30-7], 0.1 g, 0.43 mmol) in dimethylformamide (1.5 mL) was added potassium carbonate (0.88 g, 0.64 mmol) and 4-hydroxybiphenyl (0.087 g, 0.514 mmol) and the reaction mixture was then stirred overnight at 90° C. After such time the reaction mixture was allowed to cool to room temperature, water was added (in excess of 5 mL) leading to precipitation. The precipitate was then filtered, washed with water an... Product: Cl.CC1=CC=C(C=C1)S(=O)(=O)NC1=CC=C(C2=CC=CC=C12)N1CCNCC1 (4-Methyl-N-[4-(1-piperazinyl)-1-naphthyl]benzenesulfonamide, hydrochloride). Reported procedure: 1-tert-Butyl 4-(4-{[(4-methylphenyl)sulfonyl]amino}-1-naphthyl)-1-piperazinecarboxylate (intermediate 10) (0.4 g, 0.8 mmol) was dissolved in THF (20 mL) and treated with a 1N solution of HCl in diethyl ether (30 mL) for twelve hours. The product was collected as a pale pink solid. Yield 0.2 g (60%). mp 181° C. (dec); 1H NMR (DMSO-d6) δ 2.80 (s, 3 H), 3.1 (br, 4 H), 3.3 (br, 4 H), 7.00 (q, J=8.06 Hz, 2 H), 7.27 (ab, J=8.30 Hz, 2 H), 7.4–7.5 (m, 2 H), 7.53 (ab, J=8.30 Hz, 2 H), 7.99 (d, J=8.06 Hz,... The reactants are CC1=CC=C(C=C1)S(=O)(=O)NC1=CC=C(C2=CC=CC=C12)N1CCN(CC1)C(=O)OC(C)(C)C (1-tert-Butyl 4-(4-{[(4-methylphenyl)sulfonyl]amino}-1-naphthyl)-1-piperazinecarboxylate), CC1=CC=C(C=C1)S(=O)(=O)NC1=CC=C(C2=CC=CC=C12)N1CCN(CC1)C(=O)OC(C)(C)C (1-tert-Butyl 4-(4-{[(4-methylphenyl)sulfonyl]amino}-1-naphthyl)-1-piperazinecarboxylate), solution, Cl (HCl). As a reaction SMILES: [CH3:1][C:2]1[CH:7]=[CH:6][C:5]([S:8]([NH:11][C:12]2[C:21]3[C:16](=[CH:17][CH:18]=[CH:19][CH:20]=3)[C:15]([N:22]3[CH2:27][CH2:26][N:25](C(OC(C)(C)C)=O)[CH2:24][CH2:23]3)=[CH:14][CH:13]=2)(=[O:10])=[O:9])=[CH:4][CH:3]=1.[ClH:35]>C1COCC1.C(OCC)C>[ClH:35].[CH3:1][C:2]1[CH:7]=[CH:6][C:5]([S:8]([NH:11][C:12]2[C:21]3[C:16](=[CH:17][CH:18]=[CH:19][CH:20]=3)[C:15]([N:22]3[CH2:27][CH2:26][NH:25][CH2:24][CH2:23]3)=[CH:14][CH:13]=2)(=[O:10])=[O:9])=[CH:4][CH:3]=1 |f:4.5|. The solvent is C1CCOC1 (THF), C(C)OCC (diethyl ether). The reactants are [H-].[Al+3].[Li+].[H-].[H-].[H-] (lithium aluminium hydride), C(C1=CC=CC=C1)OCCC(C(=O)OCC)C(=O)OCC (ethyl 4-benzyloxy-2-ethoxycarbonyl-butanoate). Run in CCOCC (ether). Product: C(C1=CC=CC=C1)OCCC(CO)CO (4-benzyloxy-2-hydroxymethylbutan-1-ol). Yield: 87.4%. RXN SMILES: [H-].[Al+3].[Li+].[H-].[H-].[H-].[CH2:7]([O:14][CH2:15][CH2:16][CH:17]([C:23](OCC)=[O:24])[C:18](OCC)=[O:19])[C:8]1[CH:13]=[CH:12][CH:11]=[CH:10][CH:9]=1>CCOCC>[CH2:7]([O:14][CH2:15][CH2:16][CH:17]([CH2:18][OH:19])[CH2:23][OH:24])[C:8]1[CH:13]=[CH:12][CH:11]=[CH:10][CH:9]=1 |f:0.1.2.3.4.5|. Reported procedure: To a cooled, stirred suspension of lithium aluminium hydride (103 g, 2.7 mol) in dry ether (2.51) under nitrogen was added ethyl 4-benzyloxy-2-ethoxycarbonyl-butanoate (362 g, 1.23 mol) over a period of 3 hours. On completion of the addition, the reaction mixture was allowed to warm to room temperature, and then heated under reflux for 1 hour. It was then re-cooled and the excess lithium aluminium hydride destroyed by dropwise addition of water (100 ml), 2M sodium hydroxide (100 ml) and water (3...